Dataset: the Open Reaction Database (ORD), a public repository of structured organic reaction records. Task: describe an organic reaction: reactants, conditions, products, and yield Starting materials: C(#N)C1CCN(CC1)C(=O)N1CC(CC(C1)C1=CC=C(C=C1)C(F)(F)F)C(=O)O (1-[(4-Cyanopiperidin-1-yl)carbonyl]-5-[4-(trifluoromethyl)phenyl]piperidine-3-carboxylic acid), ON=C(C(C)C)N (N′-hydroxy-2-methylpropanimidamide). Reaction SMILES: [C:1]([CH:3]1[CH2:8][CH2:7][N:6]([C:9]([N:11]2[CH2:16][CH:15]([C:17]3[CH:22]=[CH:21][C:20]([C:23]([F:26])([F:25])[F:24])=[CH:19][CH:18]=3)[CH2:14][CH:13]([C:27](O)=[O:28])[CH2:12]2)=[O:10])[CH2:5][CH2:4]1)#[N:2].O[N:31]=[C:32]([NH2:36])[CH:33]([CH3:35])[CH3:34]>>[CH3:34][CH:33]([C:32]1[N:36]=[C:27]([CH:13]2[CH2:14][CH:15]([C:17]3[CH:18]=[CH:19][C:20]([C:23]([F:26])([F:25])[F:24])=[CH:21][CH:22]=3)[CH2:16][N:11]([C:9]([N:6]3[CH2:5][CH2:4][CH:3]([C:1]#[N:2])[CH2:8][CH2:7]3)=[O:10])[CH2:12]2)[O:28][N:31]=1)[CH3:35]. The product is CC(C)C1=NOC(=N1)C1CN(CC(C1)C1=CC=C(C=C1)C(F)(F)F)C(=O)N1CCC(CC1)C#N (1-({3-[3-(Propan-2-yl)-1,2,4-oxadiazol-5-yl]-5-[4-(trifluoromethyl)phenyl]piperidin-1-yl}-carbonyl)piperidine-4-carbonitrile). Procedure: 100 mg (0.244 mmol) of 1-[(4-cyanopiperidin-1-yl)carbonyl]-5-[4-(trifluoromethyl)phenyl]piperidine-3-carboxylic acid (Example 100A) and 27.4 mg (0.269 mmol) of N′-hydroxy-2-methylpropanimidamide were reacted according to the General Method 1. Yield: 78.9 mg (68% of theory). The reactants are CC(=O)[O-], ClC(Cl)(Cl)Cl, O=[N+]([O-])c1ccccc1-n1cccc1, [Na+], CN(C)C=O, O, O=P(Cl)(Cl)Cl. Product: O=Cc1cccn1-c1ccccc1[N+](=O)[O-]. Reaction SMILES: [C:25]([O-:26])(=[O:27])[CH3:28].[Cl:30][C:31]([Cl:32])([Cl:33])[Cl:34].[N+:11](=[O:12])([O-:13])[c:14]1[c:15](-[n:20]2[cH:21][cH:22][cH:23][cH:24]2)[cH:16][cH:17][cH:18][cH:19]1.[Na+:29].[O:6]=[CH:7][N:8]([CH3:9])[CH3:10].[OH2:35].[P:1]([Cl:2])([Cl:3])([Cl:4])=[O:5]>>[O:6]=[CH:7][c:21]1[n:20](-[c:15]2[c:14]([N+:11](=[O:12])[O-:13])[cH:19][cH:18][cH:17][cH:16]2)[cH:24][cH:23][cH:22]1. Starting materials: C(CS)(=O)O (Thioglycolic acid), C(CCCCC)O (hexanol), resin 50W. Conditions: time 2.5 hour. The product is C(CS)(=O)OCCCCCC (hexyl thioglycolate). Yield: 95.9%. Reaction SMILES: [C:1]([OH:5])(=[O:4])[CH2:2][SH:3].[CH2:6](O)[CH2:7][CH2:8][CH2:9][CH2:10][CH3:11]>>[C:1]([O:5][CH2:6][CH2:7][CH2:8][CH2:9][CH2:10][CH3:11])(=[O:4])[CH2:2][SH:3]. Procedure: Thioglycolic acid obtained from Evans Chemetics, Inc. (75 ml, 1.0785 mole) was added dropwise to hexanol obtained from Continental Oil Company (135.6 ml, 1.0785 mole) with 12% Dowex cation exchange resin 50W×12 50/100 (12% cross-linking, 13.2 g) as a catalyst. The solution was stirred and a nitrogen atmosphere maintained. The mixture was thereafter heated, and the byproduct, water, was distilled over as an azeotrope with hexanol at 95° C. and collected. A 10 ml excess of hexanol was added to the... Reactants: ON=C(Cl)c1ccc(Br)cc1F, NC1CC1. Yields the product ON=C(NC1CC1)c1ccc(Br)cc1F. Reaction SMILES: [Br:5][c:6]1[cH:7][c:8]([F:16])[c:9]([C:12](=[N:13][OH:14])[Cl:15])[cH:10][cH:11]1.[CH:1]1([NH2:4])[CH2:2][CH2:3]1>>[CH:1]1([NH:4][C:12]([c:9]2[c:8]([F:16])[cH:7][c:6]([Br:5])[cH:11][cH:10]2)=[N:13][OH:14])[CH2:2][CH2:3]1. The reactants are Br, CC#N, OCc1cc(F)ccc1OCc1ccccc1Cl, c1ccc(P(c2ccccc2)c2ccccc2)cc1. Product: [Br-], Fc1ccc(OCc2ccccc2Cl)c(C[P+](c2ccccc2)(c2ccccc2)c2ccccc2)c1. RXN SMILES: [BrH:19].[CH3:39][C:40]#[N:41].[Cl:1][c:2]1[c:3]([CH2:4][O:5][c:6]2[c:7]([CH2:8][OH:9])[cH:10][c:11]([F:14])[cH:12][cH:13]2)[cH:15][cH:16][cH:17][cH:18]1.[c:20]1([P:26]([c:27]2[cH:28][cH:29][cH:30][cH:31][cH:32]2)[c:33]2[cH:34][cH:35][cH:36][cH:37][cH:38]2)[cH:21][cH:22][cH:23][cH:24][cH:25]1>>[Br-:19].[Cl:1][c:2]1[c:3]([CH2:4][O:5][c:6]2[c:7]([CH2:8][P+:26]([c:20]3[cH:21][cH:22][cH:23][cH:24][cH:25]3)([c:27]3[cH:28][cH:29][cH:30][cH:31][cH:32]3)[c:33]3[cH:34][cH:35][cH:36][cH:37][cH:38]3)[cH:10][c:11]([F:14])[cH:12][cH:13]2)[cH:15][cH:16][cH:17][cH:18]1. Starting materials: O1C(C1CC=C(C)C)(C)C1C(CC(C(C1)O)OC)(O)CSC (2-(1,2-epoxy-1,5-dimethyl-4-hexenyl)-5-methoxy-1-methylthiomethyl-1,4-cyclohexanediol), ClCC(=O)N=C=O (chloroacetyl isocyanate), C(C)(=O)OCC (ethyl acetate). Run in ClCCl (dichloromethane). Run at time 20 minute. Product: ClCC(=O)NC(=O)OC1C(C(C(CC1)(O)CSC)C1(C(CC=C(C)C)O1)C)OC (4-O-(chloroacetylcarbamoyl)-2-(1,2-epoxy-1,5-dimethyl-4-hexenyl)-3-methoxy-1-methylthiomethyl-1,4-cyclohexanediol). Yield: 83.0%. Reaction SMILES: [O:1]1[CH:3]([CH2:4][CH:5]=[C:6]([CH3:8])[CH3:7])[C:2]1([CH:10]1[CH2:15][CH:14]([OH:16])[CH:13](OC)[CH2:12][C:11]1([CH2:20][S:21][CH3:22])[OH:19])[CH3:9].[Cl:23][CH2:24][C:25]([N:27]=[C:28]=[O:29])=[O:26].[C:30](OCC)(=[O:32])C>ClCCl>[Cl:23][CH2:24][C:25]([NH:27][C:28]([O:16][CH:14]1[CH2:13][CH2:12][C:11]([CH2:20][S:21][CH3:22])([OH:19])[CH:10]([C:2]2([CH3:9])[O:1][CH:3]2[CH2:4][CH:5]=[C:6]([CH3:7])[CH3:8])[CH:15]1[O:32][CH3:30])=[O:29])=[O:26]. Procedure: In dichloromethane (15 ml) was dissolved 2-(1,2-epoxy-1,5-dimethyl-4-hexenyl)-5-methoxy-1-methylthiomethyl-1,4-cyclohexanediol (1.50 g). To the solution was added dropwise, under ice-cooling, chloroacetyl isocyanate (0.46 ml). The mixture was stirred for 20 minutes, which was diluted with ethyl acetate (60 ml) and washed with a saturated aqueous solution of sodium hydrogencarbonate and a saturated aqueous saline solution, followed by drying over anhydrous magnesium sulfate. The solvent was disti... RXN SMILES: [CH3:1][NH:2][CH:3]1[C:4](=[O:20])[NH:5][c:6]2[c:7]([cH:16][cH:17][cH:18][cH:19]2)[C:8]([c:10]2[cH:11][cH:12][cH:13][cH:14][cH:15]2)=[N:9]1.[Cl:33][CH2:34][Cl:35].[nH:21]1[c:22]([C:30](=[O:31])[Cl:32])[cH:23][c:24]2[cH:25][cH:26][cH:27][cH:28][c:29]12>>[CH3:1][N:2]([CH:3]1[C:4](=[O:20])[NH:5][c:6]2[c:7]([cH:16][cH:17][cH:18][cH:19]2)[C:8]([c:10]2[cH:11][cH:12][cH:13][cH:14][cH:15]2)=[N:9]1)[C:30]([c:22]1[nH:21][c:29]2[c:24]([cH:23]1)[cH:25][cH:26][cH:27][cH:28]2)=[O:31]. Starting materials: CNC1N=C(c2ccccc2)c2ccccc2NC1=O, ClCCl, O=C(Cl)c1cc2ccccc2[nH]1. Yields the product CN(C(=O)c1cc2ccccc2[nH]1)C1N=C(c2ccccc2)c2ccccc2NC1=O.